Task: describe an organic reaction: reactants, conditions, products, and yield. Dataset: the Open Reaction Database (ORD), a public repository of structured organic reaction records The reactants are C[Si](C)(C)N=C=O, CC1(C)OB(C2=CCNCC2)OC1(C)C, CCN(C(C)C)C(C)C, ClCCl, [Na+], O=C([O-])O. The product is CC1(C)OB(C2=CCN(C(N)=O)CC2)OC1(C)C. As a reaction SMILES: [CH3:1][Si:2]([CH3:3])([CH3:4])[N:5]=[C:6]=[O:7].[CH3:8][C:9]1([CH3:22])[O:10][B:11]([C:16]2=[CH:21][CH2:20][NH:19][CH2:18][CH2:17]2)[O:12][C:13]1([CH3:14])[CH3:15].[CH:23]([N:24]([CH2:25][CH3:26])[CH:27]([CH3:28])[CH3:29])([CH3:30])[CH3:31].[Cl:37][CH2:38][Cl:39].[Na+:36].[O-:32][C:33]([OH:34])=[O:35]>>[NH2:5][C:6](=[O:7])[N:19]1[CH2:18][CH2:17][C:16]([B:11]2[O:10][C:9]([CH3:8])([CH3:22])[C:13]([CH3:14])([CH3:15])[O:12]2)=[CH:21][CH2:20]1. The reactants are N1=CN=C2N(C=NC2=C1)CC1=CC2=C(N=C(O2)SC)C=C1 (6-((9H-purin-9-yl)methyl)-2-(methylthio)benzo[d]oxazole), C1=CC(=CC(=C1)Cl)C(=O)OO (m-CPBA). Procedure details: A mixture of 6-((9H-purin-9-yl)methyl)-2-(methylthio)benzo[d]oxazole (400 mg, 1.35 mmol) and m-CPBA (289 mg, 1.69 mmol) in DCM (25 mL) was stirred at 0° C. for 6 h. The reaction mixture was washed with aq Na2S2O3 and brine, dried over Na2SO4, filtered and concentrated under reduced pressure. The residue was purified by silica gel chromatography eluting with 1:5 petroleum ether/ethyl acetate to give 6-((9H-purin-9-yl)methyl)-2-(methylsulfinyl)benzo[d]oxazole as a light yellow solid (143 mg, 33.89... Yield: 33.8%. Solvent: C(Cl)Cl (DCM). Reaction conditions: temperature 0 celsius, time 6 hour. Yields the product N1=CN=C2N(C=NC2=C1)CC1=CC2=C(N=C(O2)S(=O)C)C=C1 (6-((9H-purin-9-yl)methyl)-2-(methylsulfinyl)benzo[d]oxazole). As a reaction SMILES: [N:1]1[CH:9]=[C:8]2[C:4]([N:5]([CH2:10][C:11]3[CH:21]=[CH:20][C:14]4[N:15]=[C:16]([S:18][CH3:19])[O:17][C:13]=4[CH:12]=3)[CH:6]=[N:7]2)=[N:3][CH:2]=1.C1C=C(Cl)C=C(C(OO)=[O:30])C=1>C(Cl)Cl>[N:1]1[CH:9]=[C:8]2[C:4]([N:5]([CH2:10][C:11]3[CH:21]=[CH:20][C:14]4[N:15]=[C:16]([S:18]([CH3:19])=[O:30])[O:17][C:13]=4[CH:12]=3)[CH:6]=[N:7]2)=[N:3][CH:2]=1. Starting materials: C1(=CC=CC=C1)CN1CCC(CC1)S (1-(phenylmethyl)piperidine-4-thiol), ClCC(C)=O (chloroacetone), C([O-])([O-])=O.[Na+].[Na+] (sodium carbonate). The reagents and catalysts are [I-].C(CCC)[N+](CCCC)(CCCC)CCCC (tetrabutylammonium iodide). Solvent: C1(=CC=CC=C1)C (toluene). Conditions: time 4 hour. Yields the product O=C(CSC1CCN(CC1)CC1=CC=CC=C1)C (4-[(2-oxopropyl)thio]-1-(phenylmethyl)piperidine). As a reaction SMILES: [C:1]1([CH2:7][N:8]2[CH2:13][CH2:12][CH:11]([SH:14])[CH2:10][CH2:9]2)[CH:6]=[CH:5][CH:4]=[CH:3][CH:2]=1.Cl[CH2:16][C:17](=[O:19])[CH3:18].C(=O)([O-])[O-].[Na+].[Na+]>[I-].C([N+](CCCC)(CCCC)CCCC)CCC.C1(C)C=CC=CC=1>[O:19]=[C:17]([CH3:18])[CH2:16][S:14][CH:11]1[CH2:12][CH2:13][N:8]([CH2:7][C:1]2[CH:2]=[CH:3][CH:4]=[CH:5][CH:6]=2)[CH2:9][CH2:10]1 |f:2.3.4,5.6|. Reported procedure: A suspension of 1-(phenylmethyl)piperidine-4-thiol (70 g, prepared in Example 1), chloroacetone (26.9 ml), sodium carbonate (71.6 g) and tetrabutylammonium iodide (31.2 g) in toluene (350 ml) is stirred at room temperature for 4 hours. The insoluble material is filtered off and washed with toluene. After concentration, the filtrate is taken up in dichloromethane and washed with dilute sodium hydroxide and then with a saturated aqueous solution of sodium chloride. After drying over sodium sulfate... Starting materials: 100, C1(=CC=CC=C1)C (toluene), S(=O)(Cl)Cl (thionyl chloride), 45, OCN1C(OC=2C1=NC=C(C2)Cl)=O (3-hydroxymethyl-6-chloro-oxazolo[4,5-b]pyridin-2-(3H)-one), C1(=CC=CC=C1)C (toluene), O (water). Solvent: CCCCCC (hexane). Run at time 4 hour. The product is 40, ClCN1C(OC=2C1=NC=C(C2)Cl)=O (3-chloromethyl-6-chloro-oxazolo[4,5-b]pyridin-2-(3H)-one). Isolated yield 83.0%. RXN SMILES: S(Cl)([Cl:3])=O.O[CH2:6][N:7]1[C:11]2=[N:12][CH:13]=[C:14]([Cl:16])[CH:15]=[C:10]2[O:9][C:8]1=[O:17].C1(C)C=CC=CC=1.O>CCCCCC>[Cl:3][CH2:6][N:7]1[C:11]2=[N:12][CH:13]=[C:14]([Cl:16])[CH:15]=[C:10]2[O:9][C:8]1=[O:17]. Procedure details: 39 Parts of thionyl chloride are added dropwise, in a manner ensuring that the internal temperature does not exceed 50° C., to a solution of 45 parts of 3-hydroxymethyl-6-chloro-oxazolo[4,5-b]pyridin-2-(3H)-one in 200 parts of toluene; and the whole is stirred for a further 4 hours at 40°-50° C. The resulting solution is subsequently freed from gases in a water-jet vacuum, and sufficient toluene is evaporated off to leave a crystal sludge that can still just be stirred. After the addition of 100... Starting materials: CN(/C=C/C(=O)C1=NN(C=CC1=O)C1=CC=C(C=C1)OC(F)(F)F)C (3-((E)-3-Dimethylamino-acryloyl)-1-(4-trifluoromethoxy-phenyl)-1H-pyridazin-4-one), N(N)C1=CC(=NC=C1)OCC (4-hydrazino-2-ethoxypyridine). Yields the product C(C)OC1=NC=CC(=C1)N1N=CC=C1C1=NN(C=CC1=O)C1=CC=C(C=C1)OC(F)(F)F (3-[2-(2-Ethoxy-pyridin-4-yl)-2H-pyrazol-3-yl]-1-(4-trifluoromethoxy-phenyl)-1H-pyridazin-4-one). RXN SMILES: CN(C)/[CH:3]=[CH:4]/[C:5]([C:7]1[C:12](=[O:13])[CH:11]=[CH:10][N:9]([C:14]2[CH:19]=[CH:18][C:17]([O:20][C:21]([F:24])([F:23])[F:22])=[CH:16][CH:15]=2)[N:8]=1)=O.[NH:26]([C:28]1[CH:33]=[CH:32][N:31]=[C:30]([O:34][CH2:35][CH3:36])[CH:29]=1)[NH2:27]>>[CH2:35]([O:34][C:30]1[CH:29]=[C:28]([N:26]2[C:5]([C:7]3[C:12](=[O:13])[CH:11]=[CH:10][N:9]([C:14]4[CH:19]=[CH:18][C:17]([O:20][C:21]([F:23])([F:22])[F:24])=[CH:16][CH:15]=4)[N:8]=3)=[CH:4][CH:3]=[N:27]2)[CH:33]=[CH:32][N:31]=1)[CH3:36]. Reported procedure: The product was obtained starting from 3-((E)-3-Dimethylamino-acryloyl)-1-(4-trifluoromethoxy-phenyl)-1H-pyridazin-4-one (A-8) and 4-hydrazino-2-ethoxypyridine according to the method described for example 43. MS: M=444.2 (M+H)+ Starting materials: FC(F)CBr, Cc1cc(C#Cc2c[nH]c(C)n2)ccn1. Yields the product Cc1cc(C#Cc2cn(C=CF)c(C)n2)ccn1. As a reaction SMILES: [Br:16][CH2:17][CH:18]([F:19])[F:20].[CH3:1][c:2]1[n:3][cH:4][cH:5][c:6]([C:8]#[C:9][c:10]2[n:11][c:12]([CH3:15])[nH:13][cH:14]2)[cH:7]1>>[CH3:1][c:2]1[n:3][cH:4][cH:5][c:6]([C:8]#[C:9][c:10]2[n:11][c:12]([CH3:15])[n:13]([CH:17]=[CH:18][F:19])[cH:14]2)[cH:7]1. Starting materials: COC(C1=C(N=C(C=C1)C(F)F)CCCOC)=O (6-Difluoromethyl-2-(3-methoxy-propyl)-nicotinic acid methyl ester). Solvent: CO.O (methanol water). Run at time 1 hour. The product is FC(C1=NC(=C(C(=O)O)C=C1)CCCOC)F (6-Difluoromethyl-2-(3-methoxy-propyl)-nicotinic acid). Isolated yield 80.8%. Reaction SMILES: C[O:2][C:3](=[O:18])[C:4]1[CH:9]=[CH:8][C:7]([CH:10]([F:12])[F:11])=[N:6][C:5]=1[CH2:13][CH2:14][CH2:15][O:16][CH3:17]>CO.O>[F:12][CH:10]([F:11])[C:7]1[CH:8]=[CH:9][C:4]([C:3]([OH:18])=[O:2])=[C:5]([CH2:13][CH2:14][CH2:15][O:16][CH3:17])[N:6]=1 |f:1.2|. Procedure: A solution of 181 g of 6-Difluoromethyl-2-(3-methoxy-propyl)-nicotinic acid methyl ester in 750 ml of a 2:1 methanol/water mixture is treated with 43.9 g of lithium-hydroxide monohydrate, and the mixture stirred at ambient temperature for 1 hour. Then the methanol is removed by distillation in vacuo, and the reaction mixture then diluted with crushed ice and acidified with aqueous 6N hydrochloric acid. The product is filtered and washed thoroughly with water. Crystallisation from n-hexane:methyl...